describe an organic reaction: reactants, conditions, products, and yield From a dataset of the Open Reaction Database (ORD), a public repository of structured organic reaction records. Reactants: O=C1Cc2ccc(Br)cc2N1, CCOCC, ClCCl, CCO, Cc1ccccc1, CCOC(C)=O, CCC(O)O, [Na+], [Na+], O=C([O-])[O-], OB(O)c1cccnc1. Yields the product O=C1Cc2ccc(-c3cccnc3)cc2N1. RXN SMILES: [Br:1][c:2]1[cH:3][cH:4][c:5]2[c:9]([cH:10]1)[NH:8][C:7](=[O:11])[CH2:6]2.[CH2:48]([O:49][CH2:50][CH3:51])[CH3:52].[CH2:53]([Cl:54])[Cl:55].[CH3:12][CH2:13][OH:14].[CH3:35][c:36]1[cH:37][cH:38][cH:39][cH:40][cH:41]1.[CH3:42][CH2:43][O:44][C:45](=[O:46])[CH3:47].[CH:21]([OH:22])([OH:23])[CH2:24][CH3:25].[Na+:15].[Na+:16].[O-:17][C:18](=[O:19])[O-:20].[n:26]1[cH:27][c:28]([B:32]([OH:33])[OH:34])[cH:29][cH:30][cH:31]1>>[c:2]1(-[c:28]2[cH:27][n:26][cH:31][cH:30][cH:29]2)[cH:3][cH:4][c:5]2[c:9]([cH:10]1)[NH:8][C:7](=[O:11])[CH2:6]2. The reactants are [C-]#N, CCCCNCC, CC(=O)CC(C)C, CC(C)(N=C=O)c1ccc(Cl)cc1. The product is CCCCN(CC)C(=O)NC(C)(C)c1ccc(Cl)cc1. RXN SMILES: [C-:14]#[N:15].[CH2:16]([CH2:17][CH2:18][CH3:19])[NH:20][CH2:21][CH3:22].[CH2:23]([C:24]([CH3:25])=[O:26])[CH:27]([CH3:28])[CH3:29].[Cl:1][c:2]1[cH:3][cH:4][c:5]([C:6]([CH3:7])([CH3:8])[N:9]=[C:10]=[O:11])[cH:12][cH:13]1>>[Cl:1][c:2]1[cH:3][cH:4][c:5]([C:6]([CH3:7])([CH3:8])[NH:9][C:10](=[O:11])[N:20]([CH2:16][CH2:17][CH2:18][CH3:19])[CH2:21][CH3:22])[cH:12][cH:13]1. Starting materials: BrCC(=O)Br (2-bromoacetyl bromide), C1(CC1)CNCCC (N-cyclopropylmethyl-N-propylamine), NC=1C=CC(=NC1)Cl (5-amino-2-chloropyridine), C(C)(C)(C)C1=CC=C(C=C1)S(=O)(=O)Cl (4-tert-butyl-benzenesulfonyl chloride). The product is C(C)(C)(C)C1=CC=C(C=C1)S(=O)(=O)N(CC(=O)N(CCC)CC1CC1)C=1C=NC(=CC1)Cl (2-[(4-tert-Butyl-benzenesulfonyl)-(6-chloro-pyridin-3-yl)-amino]-N-cyclo-propylmethyl-N-n-propyl-acetamide). As a reaction SMILES: Br[CH2:2][C:3](Br)=[O:4].[CH:6]1([CH2:9][NH:10][CH2:11][CH2:12][CH3:13])[CH2:8][CH2:7]1.[NH2:14][C:15]1[CH:16]=[CH:17][C:18]([Cl:21])=[N:19][CH:20]=1.[C:22]([C:26]1[CH:31]=[CH:30][C:29]([S:32](Cl)(=[O:34])=[O:33])=[CH:28][CH:27]=1)([CH3:25])([CH3:24])[CH3:23]>>[C:22]([C:26]1[CH:31]=[CH:30][C:29]([S:32]([N:14]([C:15]2[CH:20]=[N:19][C:18]([Cl:21])=[CH:17][CH:16]=2)[CH2:2][C:3]([N:10]([CH2:9][CH:6]2[CH2:8][CH2:7]2)[CH2:11][CH2:12][CH3:13])=[O:4])(=[O:34])=[O:33])=[CH:28][CH:27]=1)([CH3:25])([CH3:23])[CH3:24]. Reported procedure: prepared by reaction of 2-bromoacetyl bromide with N-cyclopropylmethyl-N-propylamine, 5-amino-2-chloropyridine and 4-tert-butyl-benzenesulfonyl chloride